Dataset: the Open Reaction Database (ORD), a public repository of structured organic reaction records. Task: describe an organic reaction: reactants, conditions, products, and yield Starting materials: carbanion, C(C)(C)[N-]C(C)C.[Li+] (lithium diisopropylamide), C(#N)C=1C=C2CCCC(C2=CC1)C1=CC=NS1 (6-Cyano-1-(5-isothiazolyl)-1,2,3,4-tetrahydronaphthalene), FN1S(C2=C(C1(C)C)C=CC=C2)(=O)=O (N-fluoro-3,3-dimethyl-2,3-dihydro-1,2-benzothiazole-1,1-dioxide). Solvent: C1CCOC1 (THF). The product is C(#N)C=1C=C2CCCC(C2=CC1)(C1=CC=NS1)F (6-Cyano-1-fluoro-1-(5-isothiazolyl)-1,2,3,4-tetrahydronaphthalene). As a reaction SMILES: [C:1]([C:3]1[CH:4]=[C:5]2[C:10](=[CH:11][CH:12]=1)[CH:9]([C:13]1[S:17][N:16]=[CH:15][CH:14]=1)[CH2:8][CH2:7][CH2:6]2)#[N:2].C([N-]C(C)C)(C)C.[Li+].[F:26]N1C(C)(C)C2C=CC=CC=2S1(=O)=O>C1COCC1>[C:1]([C:3]1[CH:4]=[C:5]2[C:10](=[CH:11][CH:12]=1)[C:9]([F:26])([C:13]1[S:17][N:16]=[CH:15][CH:14]=1)[CH2:8][CH2:7][CH2:6]2)#[N:2] |f:1.2|. Procedure details: 6-Cyano-1-(5-isothiazolyl)-1,2,3,4-tetrahydronaphthalene (Example 26) is converted into the carbanion by treatment with lithium diisopropylamide in THF at -78° and then reacted with N-fluoro-3,3-dimethyl-2,3-dihydro-1,2-benzothiazole-1,1-dioxide. The reaction mixture is allowed to warm to room temperature and is worked up in aqueous medium, yielding the title compound. Starting materials: C(C(=O)O)(=O)O.BrC1=CC=C(CC2NCCC3=CC(=C(C=C23)OC)OC)C=C1 (1-(4-bromo-benzyl)-6,7-dimethoxy -1,2,3,4-tetrahydro-isoquinoline oxalate), [OH-].[Na+] (NaOH), C(Cl)Cl (CH2Cl2). Product: Cl.BrC1=CC=C(CC2NCCC3=CC(=C(C=C23)OC)OC)C=C1 (1-(4-bromo-benzyl)-6,7-dimethoxy-1,2,3,4-tetrahydro-isoquinoline hydrochloride). RXN SMILES: C(O)(=O)C(O)=O.[Br:7][C:8]1[CH:28]=[CH:27][C:11]([CH2:12][CH:13]2[C:22]3[C:17](=[CH:18][C:19]([O:25][CH3:26])=[C:20]([O:23][CH3:24])[CH:21]=3)[CH2:16][CH2:15][NH:14]2)=[CH:10][CH:9]=1.[OH-].[Na+].C(Cl)[Cl:32]>>[ClH:32].[Br:7][C:8]1[CH:9]=[CH:10][C:11]([CH2:12][CH:13]2[C:22]3[C:17](=[CH:18][C:19]([O:25][CH3:26])=[C:20]([O:23][CH3:24])[CH:21]=3)[CH2:16][CH2:15][NH:14]2)=[CH:27][CH:28]=1 |f:0.1,2.3,5.6|. Procedure: 1-(4-bromo-benzyl)-6,7-dimethoxy-1,2,3,4-tetrahydro-isoquinoline hydrochloride (33) was prepared as follows: 1-(4-bromo-benzyl)-6,7-dimethoxy -1,2,3,4-tetrahydro-isoquinoline oxalate (1.24 g, 2.74 mmol) was added to a mixture of 50 mL CH2Cl2 and 50 ml of 1N NaOH. The reaction mixture was stirred at room temperature. After dissolving of precipitate, the organic phase was separated, dried over Na2SO4, filtered, and evaporated. A residue was dissolved in MeOH and 10 mL of 1M solution of HCl in Et2O... Reactants: CC(C)(C)NC(=O)Cn1c(-c2cccc(Cl)c2)nc2ccc(C=CCCN3CCCC3)cc2c1=O, CO. The product is CC(C)(C)NC(=O)Cn1c(-c2cccc(Cl)c2)nc2ccc(CCCCN3CCCC3)cc2c1=O. RXN SMILES: [C:1]([CH3:2])([CH3:3])([CH3:4])[NH:5][C:6]([CH2:7][n:8]1[c:9](-[c:28]2[cH:29][c:30]([Cl:34])[cH:31][cH:32][cH:33]2)[n:10][c:11]2[cH:12][cH:13][c:14]([CH:19]=[CH:20][CH2:21][CH2:22][N:23]3[CH2:24][CH2:25][CH2:26][CH2:27]3)[cH:15][c:16]2[c:17]1=[O:18])=[O:35].[CH3:36][OH:37]>>[C:1]([CH3:2])([CH3:3])([CH3:4])[NH:5][C:6]([CH2:7][n:8]1[c:9](-[c:28]2[cH:29][c:30]([Cl:34])[cH:31][cH:32][cH:33]2)[n:10][c:11]2[cH:12][cH:13][c:14]([CH2:19][CH2:20][CH2:21][CH2:22][N:23]3[CH2:24][CH2:25][CH2:26][CH2:27]3)[cH:15][c:16]2[c:17]1=[O:18])=[O:35]. The product is O=C(C=CC=1C=C(C(=O)O)C=CC1)C1=CC=CC=C1 (3-(3-Oxo-3-phenyl-1-propenyl)-benzoic acid). RXN SMILES: [CH:1]([C:3]1[CH:4]=[C:5]([CH:9]=[CH:10][CH:11]=1)[C:6]([OH:8])=[O:7])=O.[C:12]([C:15]1[CH:20]=[CH:19][CH:18]=[CH:17][CH:16]=1)(=[O:14])[CH3:13].[OH-].[Na+].Cl>C(O)C.O>[O:14]=[C:12]([C:15]1[CH:20]=[CH:19][CH:18]=[CH:17][CH:16]=1)[CH:13]=[CH:1][C:3]1[CH:4]=[C:5]([CH:9]=[CH:10][CH:11]=1)[C:6]([OH:8])=[O:7] |f:2.3,5.6|. Reported procedure: A mixture of 3-formylbenzoic acid (2 g, 13.32 mmol), acetophenone (1.6 g, 13.32 mmol), and sodium hydroxide (1.06 g, 26.64 mmol) is stirred 18 hours in ethanol-water (175 mL, 1:1) and then acidified with concentrated hydrochloric acid. The resulting solid is collected by filtration and dried to provide 2.84 g of the title compound; mp 198°-201° C. The reactants are C(=O)C=1C=C(C(=O)O)C=CC1 (3-formylbenzoic acid), C(C)(=O)C1=CC=CC=C1 (acetophenone), [OH-].[Na+] (sodium hydroxide), Cl (hydrochloric acid). Run in C(C)O.O (ethanol water). The yield is 84.5%. Starting materials: C1(=CC=CC=C1)COC([C@H](CCC1=CC=CC=C1)N[C@H](C(O[C@H](C(OCC1=CC=CC=C1)=O)CC1=CC=CC=C1)=O)C)=O (α(S)-((1(S)-Methyl-2-oxo-2-(2-oxo-2-(phenylmethoxy)-1(S)-(phenylmethyl)ethoxy)ethyl)amino)benzenebutanoic acid phenylmethyl ester), FC(C(=O)O)(F)F (trifluoroacetic acid). Reagents/catalysts: [Pd] (palladium on charcoal). Solvent: C(C)(=O)OCC (ethyl acetate). Product: C(=O)(O)[C@H](CC1=CC=CC=C1)OC([C@H](C)N[C@H](C(=O)O)CCC1=CC=CC=C1)=O (α(S)-((2-(1(S)-Carboxy-2-phenylethoxy)-1(S)-methyl-2-oxoethyl)amino)benzenebutanoic acid). Reaction SMILES: C1(C[O:8][C:9](=[O:43])[C@@H:10]([NH:19][C@@H:20]([CH3:42])[C:21](=[O:41])[O:22][C@@H:23]([CH2:34][C:35]2[CH:40]=[CH:39][CH:38]=[CH:37][CH:36]=2)[C:24](=[O:33])[O:25]CC2C=CC=CC=2)[CH2:11][CH2:12][C:13]2[CH:18]=[CH:17][CH:16]=[CH:15][CH:14]=2)C=CC=CC=1.FC(F)(F)C(O)=O>C(OCC)(=O)C.[Pd]>[C:24]([C@@H:23]([O:22][C:21](=[O:41])[C@@H:20]([NH:19][C@@H:10]([CH2:11][CH2:12][C:13]1[CH:18]=[CH:17][CH:16]=[CH:15][CH:14]=1)[C:9]([OH:43])=[O:8])[CH3:42])[CH2:34][C:35]1[CH:40]=[CH:39][CH:38]=[CH:37][CH:36]=1)([OH:33])=[O:25]. Procedure: The product of step b) (0.5 g) in ethyl acetate (30 ml) and trifluoroacetic acid (2 ml) was hydrogenated at 1 bar over 10% palladium on charcoal for 1 day. The catalyst was filtered off, the solvent evaporated and the residue purified by reverse phase HPLC with water/methanol mixtures as eluant, to give the title acid (0.14 g), mp 199°-200°. Reactants: CO, [Na+], [OH-], O, CCCC(Cc1cc2cc(OCCCNc3ccccn3)ccc2[nH]1)C(=O)OC. The product is CCCC(Cc1cc2cc(OCCCNc3ccccn3)ccc2[nH]1)C(=O)O. Reaction SMILES: [CH3:32][OH:33].[Na+:31].[OH-:30].[OH2:34].[n:1]1[c:2]([NH:7][CH2:8][CH2:9][CH2:10][O:11][c:12]2[cH:13][c:14]3[cH:15][c:16]([CH2:21][CH:22]([C:23](=[O:24])[O:25][CH3:26])[CH2:27][CH2:28][CH3:29])[nH:17][c:18]3[cH:19][cH:20]2)[cH:3][cH:4][cH:5][cH:6]1>>[n:1]1[c:2]([NH:7][CH2:8][CH2:9][CH2:10][O:11][c:12]2[cH:13][c:14]3[cH:15][c:16]([CH2:21][CH:22]([C:23](=[O:24])[OH:25])[CH2:27][CH2:28][CH3:29])[nH:17][c:18]3[cH:19][cH:20]2)[cH:3][cH:4][cH:5][cH:6]1.